Dataset: the Open Reaction Database (ORD), a public repository of structured organic reaction records. Task: describe an organic reaction: reactants, conditions, products, and yield Starting materials: example 5 ( 1 ), NCC(C(=O)OC)C1(OCCO1)C (methyl 3-amino-2-(2-methyl-[1,3]dioxolan-2-yl)propionate), C1=CC=C2C(=C1)C=CC3=C2C(=O)OC3=O (1,2-naphthalic anhydride). The product is O=C1N(C(C=2C=CC3=C(C12)C=CC=C3)=O)CC(C(=O)OC)C3(OCCO3)C (Methyl 3-(1,3-dioxo-1,3-dihydro-benzo[e]isoindol-2-yl)-2-(2-methyl-[1,3]dioxolan-2-yl)propionate). Reaction SMILES: [NH2:1][CH2:2][CH:3]([C:8]1([CH3:13])[O:12][CH2:11][CH2:10][O:9]1)[C:4]([O:6][CH3:7])=[O:5].[CH:14]1[CH:19]=[C:18]2[CH:20]=[CH:21][C:22]3[C:27](=O)[O:26][C:24](=[O:25])[C:23]=3[C:17]2=[CH:16][CH:15]=1>>[O:25]=[C:24]1[C:23]2[C:17]3[CH:16]=[CH:15][CH:14]=[CH:19][C:18]=3[CH:20]=[CH:21][C:22]=2[C:27](=[O:26])[N:1]1[CH2:2][CH:3]([C:8]1([CH3:13])[O:9][CH2:10][CH2:11][O:12]1)[C:4]([O:6][CH3:7])=[O:5]. Reported procedure: Methyl 3-(1,3-dioxo-1,3-dihydro-benzo[e]isoindol-2-yl)-2-(2-methyl-[1,3]dioxolan-2-yl)propionate was prepared (0.45 g, 58%) in the same manner as described in the above example 5 (1) from methyl 3-amino-2-(2-methyl-[1,3]dioxolan-2-yl)propionate (0.40 g, 2.11 mmol) and 1,2-naphthalic anhydride (0.55 g, 2.75 mmol), and the obtained product was identified with the following NMR data. Product: COCCCOC(=O)C1=CC2=C(C=N1)C=CN2 (3-methoxypropyl-1H-pyrrolo[3,2-c]pyridine-6-carboxylate). Reactants: COCCCN1C=CC=2C=NC(=CC21)C(=O)OCC (ethyl 1-(3-methoxypropyl)-1H-pyrrolo[3,2-c]pyridine-6-carboxylate), BrN1C(CCC1=O)=O (N-bromosuccinimide), ClCCl (dichloromethane), O (water). Procedure: To a solution of ethyl 1-(3-methoxypropyl)-1H-pyrrolo[3,2-c]pyridine-6-carboxylate (2.00 g) in dichloromethane (40 mL) was added N-bromosuccinimide (1.49 g) under ice-cooling, and the mixture was stirred at room temperature for 3 hours. To the reaction solution was added water, and the mixture was extracted with chloroform. The organic layer was washed with saturated saline, dried over sodium sulfate, and then concentrated under reduced pressure. The resulting residue was purified by NH-silica g... RXN SMILES: COCCC[N:6]1[C:14]2[CH:13]=[C:12]([C:15]([O:17][CH2:18][CH3:19])=[O:16])[N:11]=[CH:10][C:9]=2[CH:8]=[CH:7]1.BrN1C(=O)CC[C:22]1=[O:27].O.Cl[CH2:30]Cl>>[CH3:30][O:27][CH2:22][CH2:19][CH2:18][O:17][C:15]([C:12]1[N:11]=[CH:10][C:9]2[CH:8]=[CH:7][NH:6][C:14]=2[CH:13]=1)=[O:16]. Reaction conditions: time 3 hour. Reaction SMILES: [CH2:10]=[O:11].[NH:1]1[CH2:2][CH2:3][CH:4]([C:5](=[O:6])[OH:7])[CH2:8][CH2:9]1.[OH2:12]>>[N:1]1([CH3:10])[CH2:2][CH2:3][CH:4]([C:5](=[O:6])[OH:7])[CH2:8][CH2:9]1. Reactants: C=O, O=C(O)C1CCNCC1, O. The product is CN1CCC(C(=O)O)CC1. The reactants are N1(C=NC=C1)CC1=CC=C(C=C1)S(=O)(=O)N1CC(N(CC1)CC1CCN(CC1)C(=O)OC(C)(C)C)=O (4-[4-(1H-imidazol-1-ylmethyl)benzenesulfonyl]-1-[1-(tert-butoxycarbonyl)piperidin-4-ylmethyl]-2-piperazinone), Cl (hydrochloric acid). The solvent is C(C)(=O)OCC (ethyl acetate), CO (methanol). Reaction conditions: time 30 minute. Yields the product Cl.Cl.N1(C=NC=C1)CC1=CC=C(C=C1)S(=O)(=O)N1CC(N(CC1)CC1CCNCC1)=O (4-[4-(1H-imidazol-1-ylmethyl)benzenesulfonyl]-1-(piperidin-4-ylmethyl)-2-piperazinone Dihydrochloride). Reaction SMILES: [N:1]1([CH2:6][C:7]2[CH:12]=[CH:11][C:10]([S:13]([N:16]3[CH2:21][CH2:20][N:19]([CH2:22][CH:23]4[CH2:28][CH2:27][N:26](C(OC(C)(C)C)=O)[CH2:25][CH2:24]4)[C:18](=[O:36])[CH2:17]3)(=[O:15])=[O:14])=[CH:9][CH:8]=2)[CH:5]=[CH:4][N:3]=[CH:2]1.[ClH:37]>C(OCC)(=O)C.CO>[ClH:37].[ClH:37].[N:1]1([CH2:6][C:7]2[CH:8]=[CH:9][C:10]([S:13]([N:16]3[CH2:21][CH2:20][N:19]([CH2:22][CH:23]4[CH2:28][CH2:27][NH:26][CH2:25][CH2:24]4)[C:18](=[O:36])[CH2:17]3)(=[O:14])=[O:15])=[CH:11][CH:12]=2)[CH:5]=[CH:4][N:3]=[CH:2]1 |f:4.5.6|. Procedure: To 4-[4-(1H-imidazol-1-ylmethyl)benzenesulfonyl]-1-[1-(tert-butoxycarbonyl)piperidin-4-ylmethyl]-2-piperazinone (420 mg) was added 4N hydrochloric acid in ethyl acetate (15 ml) and methanol (4 ml), and the mixture was stirred at room temperature for 30 minutes. The reaction solution was concentrated to give amorphous of the title compound (442 mg). As a reaction SMILES: [Br-:14].[CH2:75]([Cl:76])[Cl:77].[CH3:15][O:16][C:17](=[O:18])[c:19]1[c:20](-[c:45]2[cH:46][cH:47][cH:48][cH:49][cH:50]2)[cH:21][c:22]([CH2:23][P+:24]([c:25]2[cH:26][cH:27][cH:28][cH:29][cH:30]2)([c:31]2[cH:32][cH:33][cH:34][cH:35][cH:36]2)[c:37]2[cH:38][cH:39][cH:40][cH:41][cH:42]2)[cH:43][cH:44]1.[CH3:69][C:70]([CH3:71])([O-:72])[CH3:73].[K+:74].[O:51]1[CH2:52][CH2:53][O:54][CH2:55][CH2:56][O:57][CH2:58][CH2:59][O:60][CH2:61][CH2:62][O:63][CH2:64][CH2:65][O:66][CH2:67][CH2:68]1.[n:1]1([CH2:6][C:7](=[O:8])[c:9]2[s:10][cH:11][cH:12][n:13]2)[cH:2][n:3][cH:4][cH:5]1>>[n:1]1([CH2:6][C:7]([c:9]2[s:10][cH:11][cH:12][n:13]2)=[CH:23][c:22]2[cH:21][c:20](-[c:45]3[cH:46][cH:47][cH:48][cH:49][cH:50]3)[c:19]([C:17]([O:16][CH3:15])=[O:18])[cH:44][cH:43]2)[cH:2][n:3][cH:4][cH:5]1. The product is COC(=O)c1ccc(C=C(Cn2ccnc2)c2nccs2)cc1-c1ccccc1. Reactants: [Br-], ClCCl, COC(=O)c1ccc(C[P+](c2ccccc2)(c2ccccc2)c2ccccc2)cc1-c1ccccc1, CC(C)(C)[O-], [K+], C1COCCOCCOCCOCCOCCO1, O=C(Cn1ccnc1)c1nccs1. Starting materials: N,N-dicyclohexylcarbodiimide, COC=1C=C(C(=O)O)C=CC1OC (3,4-dimethoxybenzoic acid), N1(CCNCC1)C(=O)C=1C=C2CCC(NC2=CC1)=O (6-(1-piperazinylcarbonyl)-3,4-dihydrocarbostyril), O1CCOCC1 (dioxane). The solvent is C(Cl)Cl (methylene chloride), C(Cl)Cl (methylene chloride), C(Cl)Cl (methylene chloride). Yields the product COC=1C=C(C(=O)N2CCN(CC2)C(=O)C=2C=C3CCC(NC3=CC2)=O)C=CC1OC (6-[4-(3,4-dimethoxybenzoyl)-1-piperazinylcarbonyl]-3,4-dihydrocarbostyril). As a reaction SMILES: [CH3:1][O:2][C:3]1[CH:4]=[C:5]([CH:9]=[CH:10][C:11]=1[O:12][CH3:13])[C:6]([OH:8])=O.[N:14]1([C:20]([C:22]2[CH:23]=[C:24]3[C:29](=[CH:30][CH:31]=2)[NH:28][C:27](=[O:32])[CH2:26][CH2:25]3)=[O:21])[CH2:19][CH2:18][NH:17][CH2:16][CH2:15]1.O1CCOCC1>C(Cl)Cl>[CH3:1][O:2][C:3]1[CH:4]=[C:5]([CH:9]=[CH:10][C:11]=1[O:12][CH3:13])[C:6]([N:17]1[CH2:18][CH2:19][N:14]([C:20]([C:22]2[CH:23]=[C:24]3[C:29](=[CH:30][CH:31]=2)[NH:28][C:27](=[O:32])[CH2:26][CH2:25]3)=[O:21])[CH2:15][CH2:16]1)=[O:8]. Reported procedure: 1.8 Grams of 3,4-dimethoxybenzoic acid and 2.75 g of 6-(1-piperazinylcarbonyl)-3,4-dihydrocarbostyril were added to a mixed solvent of 20 ml of dioxane with 20 ml of methylene chloride. Under the condition that the outside of reaction vessel was ince-cooled with stirring, a solution of 2.1 g of N,N-dicyclohexylcarbodiimide being dissolved in 5 ml of methylene chloride by keeping its temperature to 10°-20° C. was added dropwise thereto and stirred at the same temperature for 3.5 hours. The crysta... The reactants are N1=CN=C(C2=C1NC=C2)N2CCN(C1(CC1)C2)S(=O)(=O)N (7-(7H-Pyrrolo[2,3-d]pyrimidin-4-yl)-4,7-diaza-spiro[2.5]octane-4-sulfonic acid amide), N1=CN=C(C2=C1NC=C2)N2CCN(C1(CC1)C2)S(=O)(=O)N (7-(7H-Pyrrolo[2,3-d]pyrimidin-4-yl)-4,7-diaza-spiro[2.5]octane-4-sulfonic acid amide), O(C(=O)OC(C)(C)C)C(=O)OC(C)(C)C (BOC2O), crude mixture, O (water), C(=O)([O-])[O-].[Cs+].[Cs+] (Cs2CO3). The solvent is CN(C)C=O (DMF), CN(C)C=O (DMF). Run at temperature 0 celsius, time 16 hour. Product: C(C)(C)(C)OC(=O)N1C=CC2=C1N=CN=C2N2CCN(C1(CC1)C2)S(N)(=O)=O (4-(4-Sulfamoyl-4,7-diaza-spiro[2.5]oct-7-yl)-pyrrolo[2,3-d]pyrimidine-7-carboxylic acid tert-butyl ester). Reaction SMILES: [N:1]1[C:6]2[NH:7][CH:8]=[CH:9][C:5]=2[C:4]([N:10]2[CH2:17][C:14]3([CH2:16][CH2:15]3)[N:13]([S:18]([NH2:21])(=[O:20])=[O:19])[CH2:12][CH2:11]2)=[N:3][CH:2]=1.C([O-])([O-])=O.[Cs+].[Cs+].[O:28](C(OC(C)(C)C)=O)[C:29]([O:31][C:32]([CH3:35])([CH3:34])[CH3:33])=O.O>CN(C=O)C>[C:32]([O:31][C:29]([N:7]1[C:6]2[N:1]=[CH:2][N:3]=[C:4]([N:10]3[CH2:17][C:14]4([CH2:16][CH2:15]4)[N:13]([S:18](=[O:20])(=[O:19])[NH2:21])[CH2:12][CH2:11]3)[C:5]=2[CH:9]=[CH:8]1)=[O:28])([CH3:35])([CH3:34])[CH3:33] |f:1.2.3|. Procedure: 7-(7H-Pyrrolo[2,3-d]pyrimidin-4-yl)-4,7-diaza-spiro[2.5]octane-4-sulfonic acid amide (intermediate 1) (1.5 g, 4.86 mmol) was dissolved in dry DMF (20 ml), added Cs2CO3 (1.59 g, 4.86 mmol) and cooled to 0° C. A solution of BOC2O (1.06 g, 4.86 mmol) in dry DMF (10 mL) was added and the reaction mixture was allowed to warm up to rt and stirred at rt for 16 h. The crude mixture was treated with water (150 mL) and extracted with EtOAc (3×100 mL). The combined organic phases were washed with H2O (2×50...